Dataset: the Open Reaction Database (ORD), a public repository of structured organic reaction records. Task: describe an organic reaction: reactants, conditions, products, and yield The reactants are ClCCCBr, [K+], CN(C)C=O, [OH-], c1ccc2[nH]ccc2c1. Yields the product ClCCCn1ccc2ccccc21. Reaction SMILES: [Br:1][CH2:2][CH2:3][CH2:4][Cl:5].[K+:16].[O:17]=[CH:18][N:19]([CH3:20])[CH3:21].[OH-:15].[nH:6]1[cH:7][cH:8][c:9]2[cH:10][cH:11][cH:12][cH:13][c:14]12>>[CH2:2]([CH2:3][CH2:4][Cl:5])[n:6]1[cH:7][cH:8][c:9]2[cH:10][cH:11][cH:12][cH:13][c:14]12. Starting materials: CN(C)C=O, N#Cc1ccc2[nH]ccc(=O)c2c1, O, BrP(Br)Br. Product: N#Cc1ccc2nccc(Br)c2c1. RXN SMILES: [O:18]=[CH:19][N:20]([CH3:21])[CH3:22].[O:1]=[c:2]1[cH:3][cH:4][nH:5][c:6]2[cH:7][cH:8][c:9]([C:12]#[N:13])[cH:10][c:11]12.[OH2:23].[P:14]([Br:15])([Br:16])[Br:17]>>[c:2]1([Br:15])[cH:3][cH:4][n:5][c:6]2[cH:7][cH:8][c:9]([C:12]#[N:13])[cH:10][c:11]12.